The task is: describe an organic reaction: reactants, conditions, products, and yield. This data is from the Open Reaction Database (ORD), a public repository of structured organic reaction records. Reactants: BrBr, CC(=O)O, CC(C)c1nc2ccc(N)cc2[nH]1. Yields the product CC(C)c1nc2ccc(N)c(Br)c2[nH]1. Reaction SMILES: [Br:14][Br:15].[C:16]([OH:17])(=[O:18])[CH3:19].[CH:1]([CH3:2])([CH3:3])[c:4]1[nH:5][c:6]2[c:7]([n:8]1)[cH:9][cH:10][c:11]([NH2:13])[cH:12]2>>[CH:1]([CH3:2])([CH3:3])[c:4]1[nH:5][c:6]2[c:7]([n:8]1)[cH:9][cH:10][c:11]([NH2:13])[c:12]2[Br:14].